This data is from the Open Reaction Database (ORD), a public repository of structured organic reaction records. The task is: describe an organic reaction: reactants, conditions, products, and yield The reactants are C(C)(C)N(CCO)C1=CC=CC=C1 (2-(isopropyl(phenyl)amino)ethanol), O=S(Cl)Cl (SOCl2). The solvent is C(Cl)Cl (CH2Cl2). The product is ClCCN(C1=CC=CC=C1)C(C)C (N-(2-chloroethyl)-N-isopropylaniline). Isolated yield 31.9%. RXN SMILES: [CH:1]([N:4]([C:8]1[CH:13]=[CH:12][CH:11]=[CH:10][CH:9]=1)[CH2:5][CH2:6]O)([CH3:3])[CH3:2].O=S(Cl)[Cl:16]>C(Cl)Cl>[Cl:16][CH2:6][CH2:5][N:4]([CH:1]([CH3:3])[CH3:2])[C:8]1[CH:13]=[CH:12][CH:11]=[CH:10][CH:9]=1. Reported procedure: In a mixture of compound 4b (483 mg, 2.7 mmol) and CH2Cl2 (50 mL), SOCl2 (0.24 ml, 3.2 mmol) was added dropwise over 20 min. After the addition was complete, the mixture was heated to reflux for one hour. After cooling to room temperature, the mixture was quenched carefully with cold, saturated aqueous K2CO3 (100 mL). The mixture was then extracted with CH2Cl2, and the combined organic layer was washed with saturated aqueous K2CO3, washed with brine, and dried over Na2SO4. The solvent was evapor... The reactants are NC1=CC2=C(N=C(S2)C(C)(C)C)C=C1N1CC(CCC1)C (6-amino-2-tert-butyl-5-[3-methylpiperidin-1-yl]benzothiazole), C([O-])(O)=O.[K+] (potassium bicarbonate), C(=S)(Cl)Cl (thiophosgene). Solvent: C(Cl)(Cl)Cl (chloroform), C(Cl)(Cl)Cl (chloroform), C(Cl)(Cl)Cl (chloroform). Conditions: time 30 minute. Product: C(C)(C)(C)C=1SC2=C(N1)C=C(C(=C2)N=C=S)N2CC(CCC2)C (2-tert-butyl-6-isothiocyanato-5-[3-methylpiperidin-1-yl]benzothiazole). RXN SMILES: [NH2:1][C:2]1[C:14]([N:15]2[CH2:20][CH2:19][CH2:18][CH:17]([CH3:21])[CH2:16]2)=[CH:13][C:5]2[N:6]=[C:7]([C:9]([CH3:12])([CH3:11])[CH3:10])[S:8][C:4]=2[CH:3]=1.C(=O)(O)[O-].[K+].[C:27](Cl)(Cl)=[S:28]>C(Cl)(Cl)Cl>[C:9]([C:7]1[S:8][C:4]2[CH:3]=[C:2]([N:1]=[C:27]=[S:28])[C:14]([N:15]3[CH2:20][CH2:19][CH2:18][CH:17]([CH3:21])[CH2:16]3)=[CH:13][C:5]=2[N:6]=1)([CH3:12])([CH3:11])[CH3:10] |f:1.2|. Reported procedure: To a cooled mixture of 1.5 g of 6-amino-2-tert-butyl-5-[3-methylpiperidin-1-yl]benzothiazole and 1.5 g of potassium bicarbonate in 50 ml of chloroform is added dropwise 0.6 g of thiophosgene in 5 ml of chloroform under stirring. The stirring is continued for 30 minutes maintaining the temperature at 0°-2°. The solid is filtered and the filtrate is evaporated. The residue thus obtained is dissolved in chloroform and filtered through a silica gel column. The filtrate is evaporated to give 2-tert-b... Reactants: [BH4-], CO, O=CO, CC(NC(=O)C=Cc1ccccc1F)c1ccc2c(c1)NCCC2, [Na+]. Yields the product CC(NC(=O)C=Cc1ccccc1F)c1ccc2c(c1)N(C)CCC2. As a reaction SMILES: [BH4-:25].[CH3:27][OH:28].[CH:29]([OH:30])=[O:31].[F:1][c:2]1[c:3]([CH:8]=[CH:9][C:10](=[O:11])[NH:12][CH:13]([CH3:14])[c:15]2[cH:16][cH:17][c:18]3[c:23]([cH:24]2)[NH:22][CH2:21][CH2:20][CH2:19]3)[cH:4][cH:5][cH:6][cH:7]1.[Na+:26]>>[F:1][c:2]1[c:3]([CH:8]=[CH:9][C:10](=[O:11])[NH:12][CH:13]([CH3:14])[c:15]2[cH:16][cH:17][c:18]3[c:23]([cH:24]2)[N:22]([CH3:27])[CH2:21][CH2:20][CH2:19]3)[cH:4][cH:5][cH:6][cH:7]1. The reactants are N1(C=NC=C1)C=1CCC2=CC=C(C=C2C1)OC (1,2-dihydro-3-(1-imidazolyl)-6-methoxy-naphthalene), Cl (hydrogen chloride). Yields the product Cl.N1(C=NC=C1)C=1CCC2=CC=C(C=C2C1)OC (1,2-dihydro-3-(1-imidazolyl)-6-methoxy-naphthalene hydrochloride). As a reaction SMILES: [N:1]1([C:6]2[CH2:7][CH2:8][C:9]3[C:14]([CH:15]=2)=[CH:13][C:12]([O:16][CH3:17])=[CH:11][CH:10]=3)[CH:5]=[CH:4][N:3]=[CH:2]1.[ClH:18]>>[ClH:18].[N:1]1([C:6]2[CH2:7][CH2:8][C:9]3[C:14]([CH:15]=2)=[CH:13][C:12]([O:16][CH3:17])=[CH:11][CH:10]=3)[CH:5]=[CH:4][N:3]=[CH:2]1 |f:2.3|. Reported procedure: 1,2-dihydro-3-(1-imidazolyl)-6-methoxy-naphthalene was treated with a stoichiometric amount of hydrogen chloride, to give 1,2-dihydro-3-(1-imidazolyl)-6-methoxy-naphthalene hydrochloride, m.p. 70°-72° C. Starting materials: ClC1=C(C(=CC=C1)Cl)N=C=S (1,3-dichloro-2-isothiocyanatobenzene), C1CCOC1 (THF), C1CCOC1 (THF), N[C@H]1[C@@H](CCCC1)N (trans-1,2-diaminocyclohexane), Cl (hydrochloric acid). Solvent: O (water). Run at time 90 minute. Yields the product NC1C(CCCC1)NC(=S)NC1=C(C=CC=C1Cl)Cl (1-(2-Aminocyclohexyl)-3-(2,6-dichlorophenyl)thiourea). The yield is 82.1%. As a reaction SMILES: [Cl:1][C:2]1[CH:7]=[CH:6][CH:5]=[C:4]([Cl:8])[C:3]=1[N:9]=[C:10]=[S:11].C1COCC1.[NH2:17][C@@H:18]1[CH2:23][CH2:22][CH2:21][CH2:20][C@H:19]1[NH2:24].Cl>O>[NH2:17][CH:18]1[CH2:23][CH2:22][CH2:21][CH2:20][CH:19]1[NH:24][C:10]([NH:9][C:3]1[C:2]([Cl:1])=[CH:7][CH:6]=[CH:5][C:4]=1[Cl:8])=[S:11]. Procedure details: A solution of 1,3-dichloro-2-isothiocyanatobenzene (100 mg) and abs. THF (3 ml) was added dropwise slowly over a half hour to a solution of trans-1,2-diaminocyclohexane (139.9 mg) and abs. THF (3 ml). The solution was stirred at room temperature for a further 90 minutes. The reaction mixture was subsequently added to water, acidified with hydrochloric acid and extracted once with ethyl acetate. Afterwards, the mixture was basified using potassium carbonate, and extracted three times with ethyl a... Reactants: CCK-8 peptide, N[C@@H](CC(O)=O)C(=O)O (Asp), CSCC[C@@H](C(=O)NCC(=O)N[C@@H](CC1=CNC2=CC=CC=C21)C(=O)N[C@@H](CCSC)C(=O)N[C@@H](CC(=O)O)C(=O)N[C@@H](CC3=CC=CC=C3)C(=O)N)NC(=O)[C@H](CC4=CC=C(C=C4)OS(=O)(=O)O)NC(=O)[C@H](CC(=O)O)N (CCK-8), C(CS)S (1,2-ethanedithiol), N[C@@H](CC1=CC=C(C=C1)O)C(=O)O (Tyr), N[C@@H](CC1=CC=CC=C1)C(=O)O (Phe), N[C@@H](CCSC)C(=O)O (Met), C1(=CC=CC=C1)SC (thioanisole), C1(=CC=CC=C1)OC (anisole), NCC(=O)O (Gly). Product: N[C@@H](CC(O)=O)C(=O)N[C@@H](CC1=CC=C(C=C1)O)C(=O)N[C@@H](CCSC)C(=O)NCC(=O)N[C@@H](CC1=CNC2=CC=CC=C12)C(=O)N[C@@H](CCSC)C(=O)N[C@@H](CC(O)=O)C(=O)N[C@@H](CC1=CC=CC=C1)C(=O)N (H-Asp-Tyr-Met-Gly-Trp-Met-Asp-Phe-NH2). RXN SMILES: [C:1]1(SC)[CH:6]=[CH:5][CH:4]=[CH:3][CH:2]=1.[C:9]1([O:15]C)[CH:14]=[CH:13][CH:12]=[CH:11][CH:10]=1.[CH2:17]([SH:20])[CH2:18]S.N[C@H:22](C(O)=O)CC(=O)O.NCC(O)=O.N[C@H](C(O)=O)CCSC.N[C@H](C(O)=O)CC1C=CC(O)=CC=1.N[C@H](C(O)=O)CC1C=CC=CC=1.[CH3:69][S:70][CH2:71][CH2:72][C@H:73]([NH:122][C:123]([C@@H:125]([NH:138][C:139]([C@@H:141]([NH2:146])[CH2:142][C:143]([OH:145])=[O:144])=[O:140])[CH2:126]C1C=CC(OS(O)(=O)=O)=CC=1)=[O:124])[C:74]([NH:76][CH2:77][C:78]([NH:80][C@H:81]([C:92]([NH:94][C@H:95]([C:100]([NH:102][C@H:103]([C:108]([NH:110][C@H:111]([C:119]([NH2:121])=[O:120])[CH2:112]C1C=CC=CC=1)=[O:109])[CH2:104][C:105]([OH:107])=[O:106])=[O:101])CCSC)=[O:93])[CH2:82][C:83]1[C:91]2[C:86](=[CH:87][CH:88]=[CH:89][CH:90]=2)[NH:85][CH:84]=1)=[O:79])=[O:75]>>[NH2:146][C@H:141]([C:139]([NH:138][C@H:125]([C:123]([NH:122][C@H:73]([C:74]([NH:76][CH2:77][C:78]([NH:80][C@H:81]([C:92]([NH:94][C@H:95]([C:100]([NH:102][C@H:103]([C:108]([NH:110][C@H:111]([C:119]([NH2:121])=[O:120])[CH2:112][C:1]1[CH:2]=[CH:3][CH:4]=[CH:5][CH:6]=1)=[O:109])[CH2:104][C:105](=[O:106])[OH:107])=[O:101])[CH2:18][CH2:17][S:20][CH3:22])=[O:93])[CH2:82][C:83]1[C:91]2[C:86](=[CH:87][CH:88]=[CH:89][CH:90]=2)[NH:85][CH:84]=1)=[O:79])=[O:75])[CH2:72][CH2:71][S:70][CH3:69])=[O:124])[CH2:126][C:12]1[CH:11]=[CH:10][C:9]([OH:15])=[CH:14][CH:13]=1)=[O:140])[CH2:142][C:143](=[O:144])[OH:145]. Procedure details: The cleavage yield of CCK-8 peptide, using a similar procedure with scavengers (thioanisole, anisole and 1,2-ethanedithiol) present in the cleavage cocktail, was about 95%. AAA showed a composition of: Asp 2.03, Gly 1.04, Met 1.92, Tyr 0.99, Phe 1.02, which is characteristic of CCK-8. The reactants are CCCCBr, Clc1ccc(-c2cc3c4c(c2)C2CNCCC2N4CCC3)c(Cl)c1, N. Yields the product CCCCN1CCC2C(C1)c1cc(-c3ccc(Cl)cc3Cl)cc3c1N2CCC3. Reaction SMILES: [Br:25][CH2:26][CH2:27][CH2:28][CH3:29].[Cl:1][c:2]1[c:3](-[c:9]2[cH:10][c:11]3[c:16]4[c:17]([cH:18]2)[CH:19]2[CH:20]([N:15]4[CH2:14][CH2:13][CH2:12]3)[CH2:21][CH2:22][NH:23][CH2:24]2)[cH:4][cH:5][c:6]([Cl:8])[cH:7]1.[NH3:30]>>[Cl:1][c:2]1[c:3](-[c:9]2[cH:10][c:11]3[c:16]4[c:17]([cH:18]2)[CH:19]2[CH:20]([N:15]4[CH2:14][CH2:13][CH2:12]3)[CH2:21][CH2:22][N:23]([CH2:26][CH2:27][CH2:28][CH3:29])[CH2:24]2)[cH:4][cH:5][c:6]([Cl:8])[cH:7]1.